Task: describe an organic reaction: reactants, conditions, products, and yield. Dataset: the Open Reaction Database (ORD), a public repository of structured organic reaction records The reactants are SCc1ccccc1, CCOC(=O)c1cn2c3c(c(-c4cc(C)nc(C)c4)c(F)c(F)c3c1=O)OCC2C, CC(=O)[O-], [H-], [Na+], [Na+], C1CCOC1. Product: CCOC(=O)c1cn2c3c(c(-c4cc(C)nc(C)c4)c(F)c(SCc4ccccc4)c3c1=O)OCC2C. Reaction SMILES: [CH2:31]([c:32]1[cH:33][cH:34][cH:35][cH:36][cH:37]1)[SH:38].[CH3:1][c:2]1[n:3][c:4]([CH3:30])[cH:5][c:6](-[c:8]2[c:9]([F:29])[c:10]([F:28])[c:11]3[c:12]4[n:13]([cH:19][c:20]([C:23](=[O:24])[O:25][CH2:26][CH3:27])[c:21]3=[O:22])[CH:14]([CH3:18])[CH2:15][O:16][c:17]24)[cH:7]1.[CH3:47][C:48](=[O:49])[O-:50].[H-:39].[Na+:40].[Na+:46].[O:41]1[CH2:42][CH2:43][CH2:44][CH2:45]1>>[CH3:1][c:2]1[n:3][c:4]([CH3:30])[cH:5][c:6](-[c:8]2[c:9]([F:29])[c:10]([S:38][CH2:31][c:32]3[cH:33][cH:34][cH:35][cH:36][cH:37]3)[c:11]3[c:12]4[n:13]([cH:19][c:20]([C:23](=[O:24])[O:25][CH2:26][CH3:27])[c:21]3=[O:22])[CH:14]([CH3:18])[CH2:15][O:16][c:17]24)[cH:7]1. Reactants: Cn1cc(Br)cc(Nc2ccc(N3CCN(C(=O)OC(C)(C)C)CC3)cn2)c1=O, Cl, C1COCCO1. Yields the product Cn1cc(Br)cc(Nc2ccc(N3CCNCC3)cn2)c1=O. RXN SMILES: [Br:1][c:2]1[cH:3][c:4]([NH:10][c:11]2[cH:12][cH:13][c:14]([N:17]3[CH2:18][CH2:19][N:20]([C:23]([O:24][C:25]([CH3:26])([CH3:27])[CH3:28])=[O:29])[CH2:21][CH2:22]3)[cH:15][n:16]2)[c:5](=[O:9])[n:6]([CH3:8])[cH:7]1.[ClH:30].[O:31]1[CH2:32][CH2:33][O:34][CH2:35][CH2:36]1>>[Br:1][c:2]1[cH:3][c:4]([NH:10][c:11]2[cH:12][cH:13][c:14]([N:17]3[CH2:18][CH2:19][NH:20][CH2:21][CH2:22]3)[cH:15][n:16]2)[c:5](=[O:9])[n:6]([CH3:8])[cH:7]1. Starting materials: C(C1=CC=CC=C1)N1C(C=C(C=C1)C(=O)OCC1=CC=CC=C1)=O (benzyl 1-benzyl-2-oxo-1,2-dihydropyridine-4-carboxylate), [OH-].[Na+] (sodium hydroxide), Cl (hydrochloric acid). Solvent: CO (methanol), O (water), O (water). Product: C(C1=CC=CC=C1)N1C(C=C(C=C1)C(=O)O)=O (1-Benzyl-2-oxo-1,2-dihydropyridine-4-carboxylic acid). The yield is 19.5%. Reaction SMILES: [CH2:1]([N:8]1[CH:13]=[CH:12][C:11]([C:14]([O:16]CC2C=CC=CC=2)=[O:15])=[CH:10][C:9]1=[O:24])[C:2]1[CH:7]=[CH:6][CH:5]=[CH:4][CH:3]=1.[OH-].[Na+].Cl>CO.O>[CH2:1]([N:8]1[CH:13]=[CH:12][C:11]([C:14]([OH:16])=[O:15])=[CH:10][C:9]1=[O:24])[C:2]1[CH:3]=[CH:4][CH:5]=[CH:6][CH:7]=1 |f:1.2|. Procedure: Benzyl 1-benzyl-2-oxo-1,2-dihydropyridine-4-carboxylate (1.08 g, 3.38 mmol) obtained in Step 2 was dissolved in a mixed solvent of methanol (7 mL) and water (7 mL), and sodium hydroxide (0.680 g, 16.9 mmol) was added thereto, followed by stirring under heating and reflux for 30 minutes. The reaction mixture was poured into water (50 mL), and 10% hydrochloric acid was added thereto to adjust the pH to 4.5, followed by stirring at room temperature for 1 hour. The precipitated solid was collected b... The reactants are C(C(=O)Cl)(=O)Cl (oxalyl chloride), C1(CCCC1)OC=1C=C(C=CC1OC)C1CCN(CC1)C(C(=O)O)=O (2-[4-(3-cyclopentyloxy-4-methoxyphenyl) piperidin-1-yl]-2-oxo-acetic acid), N.CC#N (NH3 CH3CN). The solvent is C1(=CC=CC=C1)C (toluene). The reagents and catalysts are CN(C)C=O (DMF). Procedure details: To a magnetically-stirred suspension of 2-[4-(3-cyclopentyloxy-4-methoxyphenyl) piperidin-1-yl]-2-oxo-acetic acid (2.5 mmol, 0.868 g) in dry toluene (25 mL) at room temperature was added oxalyl chloride (2.0M solution in CH2Cl2 ; 2.75 mmol, 1.38 mL) dropwise over 10 minutes, followed by DMF (4 drops). The resulting homogenous solution was stirred at room temperature for 30 minutes, after which time saturated NH3 /CH3CN (25 mL) was added dropwise over 30 minutes. A white solid precipitated out of... As a reaction SMILES: [CH:1]1([O:6][C:7]2[CH:8]=[C:9]([CH:15]3[CH2:20][CH2:19][N:18]([C:21](=[O:25])[C:22](O)=[O:23])[CH2:17][CH2:16]3)[CH:10]=[CH:11][C:12]=2[O:13][CH3:14])[CH2:5][CH2:4][CH2:3][CH2:2]1.C(Cl)(=O)C(Cl)=O.N.CC#[N:35]>C1(C)C=CC=CC=1.CN(C=O)C>[CH:1]1([O:6][C:7]2[CH:8]=[C:9]([CH:15]3[CH2:20][CH2:19][N:18]([C:21](=[O:25])[C:22]([NH2:35])=[O:23])[CH2:17][CH2:16]3)[CH:10]=[CH:11][C:12]=2[O:13][CH3:14])[CH2:5][CH2:4][CH2:3][CH2:2]1 |f:2.3|. The yield is 74.0%. Yields the product C1(CCCC1)OC=1C=C(C=CC1OC)C1CCN(CC1)C(C(=O)N)=O (2-[4-(3-cyclopentyloxy-4-methoxyphenyl)piperidin-1-yl]-2-oxo-acetamide). Reaction conditions: time 30 minute. Starting materials: CCOC(=O)c1cc2cc(OC(C)=O)ccc2[nH]1, COc1cc(CBr)ccc1Cl, [H-], [I-], [K+], [Na+], CN(C)C=O. The product is CCOC(=O)c1cc2cc(OC(C)=O)ccc2n1Cc1ccc(Cl)c(OC)c1. Reaction SMILES: [C:1]([CH3:2])(=[O:3])[O:4][c:5]1[cH:6][c:7]2[cH:8][c:9]([C:14](=[O:15])[O:16][CH2:17][CH3:18])[nH:10][c:11]2[cH:12][cH:13]1.[CH3:23][O:24][c:25]1[cH:26][c:27]([CH2:28][Br:29])[cH:30][cH:31][c:32]1[Cl:33].[H-:19].[I-:22].[K+:21].[Na+:20].[O:34]=[CH:35][N:36]([CH3:37])[CH3:38]>>[C:1]([CH3:2])(=[O:3])[O:4][c:5]1[cH:6][c:7]2[cH:8][c:9]([C:14](=[O:15])[O:16][CH2:17][CH3:18])[n:10]([CH2:28][c:27]3[cH:26][c:25]([O:24][CH3:23])[c:32]([Cl:33])[cH:31][cH:30]3)[c:11]2[cH:12][cH:13]1. Reactants: COC(C(C(C)=O)(C)C)=O (2,2-Dimethyl-3-oxo-butyric acid methyl ester). The reagents and catalysts are C1=CC=C(C=C1)P(C2=CC=CC=C2)C3=C(C4=CC=CC=C4C=C3)C5=C(C=CC6=CC=CC=C65)P(C7=CC=CC=C7)C8=CC=CC=C8.Cl[Ru]Cl (Dichloro[(R)-(+)-2,2′-bis(diphenylphosphino)-1,1′-binaphthyl]ruthenium (II)). Solvent: CO (methanol). Reaction conditions: temperature 30 celsius, time 40 hour. Product: COC(C([C@@H](C)O)(C)C)=O ((R)-3-Hydroxy-2,2-dimethyl-butyric acid methyl ester). The yield is 93.5%. Reaction SMILES: [CH3:1][O:2][C:3](=[O:10])[C:4]([CH3:9])([CH3:8])[C:5](=[O:7])[CH3:6]>CO.C1C=CC(P(C2C=CC3C(=CC=CC=3)C=2C2C3C(=CC=CC=3)C=CC=2P(C2C=CC=CC=2)C2C=CC=CC=2)C2C=CC=CC=2)=CC=1.Cl[Ru]Cl>[CH3:1][O:2][C:3](=[O:10])[C:4]([CH3:9])([CH3:8])[C@H:5]([OH:7])[CH3:6] |f:2.3|. Reported procedure: The reaction is carried out in a 100-mL autoclave. 2,2-Dimethyl-3-oxo-butyric acid methyl ester (4.0 g, 27.8 mmol) is dissolved in 35 mL of degassed methanol under Argon atomosphere. Dichloro[(R)-(+)-2,2′-bis(diphenylphosphino)-1,1′-binaphthyl]ruthenium (II) (230.0 mg, 0.28 mmol) is added and the reaction mixture is purged with nitrogen twice and once with hydrogen. The autoclave is pressurized with hydrogen to 500 psi and stirred at 30° C. for 40 h. After this time, the reaction mixture is filt... Starting materials: IC1=NN(C2=NC=NC(=C21)N)C(C2=CC=CC=C2)(C2=CC=CC=C2)C2=CC=CC=C2 (3-iodo-1-trityl-1H-pyrazolo[3,4-d]pyrimidin-4-amine), COC1=C(C=CC(=C1)B1OC(C(O1)(C)C)(C)C)NC(C1=C(C=C(C=C1)C(F)(F)F)F)=O (N1-[2-methoxy-4-(4,4,5,5-tetramethyl-1,3,2-dioxaborolan-2-yl)phenyl]-2-fluoro-4-trifluoromethylbenzamide), O.C([O-])([O-])=O.[Na+].[Na+] (sodium carbonate monohydrate). The reagents and catalysts are C=1C=CC(=CC1)[P](C=2C=CC=CC2)(C=3C=CC=CC3)[Pd]([P](C=4C=CC=CC4)(C=5C=CC=CC5)C=6C=CC=CC6)([P](C=7C=CC=CC7)(C=8C=CC=CC8)C=9C=CC=CC9)[P](C=1C=CC=CC1)(C=1C=CC=CC1)C=1C=CC=CC1 (tetrakis(triphenylphosphine)palladium(0)). Solvent: O (water), COCCOC (ethylene glycol dimethyl ether). Conditions: temperature 85 celsius. Yields the product NC1=C2C(=NC=N1)N(N=C2C2=CC(=C(C=C2)NC(C2=C(C=C(C=C2)C(F)(F)F)F)=O)OC)C(C2=CC=CC=C2)(C2=CC=CC=C2)C2=CC=CC=C2 (N1-[4-(4-amino-1-trityl-1H-pyrazolo[3,4-d]pyrimidin-3-yl)-2-methoxyphenyl]-2-fluoro-4-trifluoromethylbenzamide). Yield: 89.5%. Reaction SMILES: I[C:2]1[C:10]2[C:5](=[N:6][CH:7]=[N:8][C:9]=2[NH2:11])[N:4]([C:12]([C:25]2[CH:30]=[CH:29][CH:28]=[CH:27][CH:26]=2)([C:19]2[CH:24]=[CH:23][CH:22]=[CH:21][CH:20]=2)[C:13]2[CH:18]=[CH:17][CH:16]=[CH:15][CH:14]=2)[N:3]=1.[CH3:31][O:32][C:33]1[CH:38]=[C:37](B2OC(C)(C)C(C)(C)O2)[CH:36]=[CH:35][C:34]=1[NH:48][C:49](=[O:61])[C:50]1[CH:55]=[CH:54][C:53]([C:56]([F:59])([F:58])[F:57])=[CH:52][C:51]=1[F:60].O.C(=O)([O-])[O-].[Na+].[Na+]>O.COCCOC.C1C=CC([P]([Pd]([P](C2C=CC=CC=2)(C2C=CC=CC=2)C2C=CC=CC=2)([P](C2C=CC=CC=2)(C2C=CC=CC=2)C2C=CC=CC=2)[P](C2C=CC=CC=2)(C2C=CC=CC=2)C2C=CC=CC=2)(C2C=CC=CC=2)C2C=CC=CC=2)=CC=1>[NH2:11][C:9]1[N:8]=[CH:7][N:6]=[C:5]2[N:4]([C:12]([C:13]3[CH:18]=[CH:17][CH:16]=[CH:15][CH:14]=3)([C:25]3[CH:30]=[CH:29][CH:28]=[CH:27][CH:26]=3)[C:19]3[CH:24]=[CH:23][CH:22]=[CH:21][CH:20]=3)[N:3]=[C:2]([C:37]3[CH:36]=[CH:35][C:34]([NH:48][C:49](=[O:61])[C:50]4[CH:55]=[CH:54][C:53]([C:56]([F:58])([F:59])[F:57])=[CH:52][C:51]=4[F:60])=[C:33]([O:32][CH3:31])[CH:38]=3)[C:10]=12 |f:2.3.4.5,^1:79,81,100,119|. Reported procedure: A mixture of 3-iodo-1-trityl-1H-pyrazolo[3,4-d]pyrimidin-4-amine (0.10 g, 0.19 mmol), N1-[2-methoxy-4-(4,4,5,5-tetramethyl-1,3,2-dioxaborolan-2-yl)phenyl]-2-fluoro-4-trifluoromethylbenzamide (0.13 g, 0.29 mmol), tetrakis(triphenylphosphine)palladium(0) (0.01 g, 0.01 mmol) and sodium carbonate monohydrate (0.06 mg, 0.48 mmol) in water (2 mL) and ethylene glycol dimethyl ether (4 mL) was heated at 85° C. overnight. The solvents were removed under reduced pressure. Water was added into the residue ...